The task is: describe an organic reaction: reactants, conditions, products, and yield. This data is from the Open Reaction Database (ORD), a public repository of structured organic reaction records. Reactants: C(C1=CC=CC=C1)(=O)OC=1C(=NC(=NC1O)C1N(CCC1)C(=O)OC(C)(C)C)C(=O)OC (Methyl 5-(benzoyloxy)-2-[1-(tert-butoxycarbonyl)pyrrolidin-2-yl]-6-hydroxypyrimidine-4-carboxylate), CI (CH3I). The solvent is C1CCOC1 (THF), C(=O)([O-])[O-].[Cs+].[Cs+] (Cs2CO3). Conditions: temperature 40 celsius. Yields the product C(C1=CC=CC=C1)(=O)OC1=C(N=C(N(C1=O)C)C1N(CCC1)C(=O)OC(C)(C)C)C(=O)OC (Methyl 5-(benzoyloxy)-2-[1-(tert-butoxycarbonyl)pyrrolidin-2-yl]-1-methyl-6-oxo-1,6-dihydropyrimidine-4-carboxylate). RXN SMILES: [C:1]([O:9][C:10]1[C:11]([C:29]([O:31][CH3:32])=[O:30])=[N:12][C:13]([CH:17]2[CH2:21][CH2:20][CH2:19][N:18]2[C:22]([O:24][C:25]([CH3:28])([CH3:27])[CH3:26])=[O:23])=[N:14][C:15]=1[OH:16])(=[O:8])[C:2]1[CH:7]=[CH:6][CH:5]=[CH:4][CH:3]=1.[CH3:33]I>C1COCC1.C([O-])([O-])=O.[Cs+].[Cs+]>[C:1]([O:9][C:10]1[C:15](=[O:16])[N:14]([CH3:33])[C:13]([CH:17]2[CH2:21][CH2:20][CH2:19][N:18]2[C:22]([O:24][C:25]([CH3:26])([CH3:27])[CH3:28])=[O:23])=[N:12][C:11]=1[C:29]([O:31][CH3:32])=[O:30])(=[O:8])[C:2]1[CH:7]=[CH:6][CH:5]=[CH:4][CH:3]=1 |f:3.4.5|. Procedure details: To a stirred solution of the product of Step 2 (1.0 eq.) in THF, Cs2CO3 was added (1.2 eq.) followed by the addition of CH3I (2.0 eq.). The reaction was stirred at 40° C. until the starting material was consumed as determined by MS analysis. The reaction was concentrated and the residue taken up with EtOAc, washed with 1 N HCl, saturated solution of NaHCO3 and brine. The organic phase was dried over anhydrous Na2SO4, filtered and concentrated. Reaction crude showed 3.4:1 ratio N (desired product... Reactants: C1=CC=CC\2=C1CCCC/C2=C/C=C/C=O ((2E,4Z)-4-(8,9-dihydro-6H, 7H-benzocyclohepten-5-ylidene)-2-butenal), C(CC(=O)C)(=O)OC (methyl acetoacetate). Product: C1=CC=CC\2=C1CCCC/C2=C/C=C/C(CC(CC(=O)OC)=O)O (Methyl (6E,8Z)-8-(8,9-Dihydro-6H, 7H-benzocyclo-hepten-5-ylidene)-5-hydroxy-3-oxo-6-octenoate). Reaction SMILES: [CH:1]1[C:6]2[CH2:7][CH2:8][CH2:9][CH2:10]/[C:11](=[CH:12]/[CH:13]=[CH:14]/[CH:15]=[O:16])/[C:5]=2[CH:4]=[CH:3][CH:2]=1.[C:17]([O:23][CH3:24])(=[O:22])[CH2:18][C:19]([CH3:21])=[O:20]>>[CH:1]1[C:6]2[CH2:7][CH2:8][CH2:9][CH2:10]/[C:11](=[CH:12]/[CH:13]=[CH:14]/[CH:15]([OH:16])[CH2:21][C:19](=[O:20])[CH2:18][C:17]([O:23][CH3:24])=[O:22])/[C:5]=2[CH:4]=[CH:3][CH:2]=1. Procedure: By the method of Example 1, (2E,4Z)-4-(8,9-dihydro-6H, 7H-benzocyclohepten-5-ylidene)-2-butenal (2.6 g, 12 mmol) was reacted with methyl acetoacetate to form title product, 3.2 g. Reactants: ClC1=CC=C(C=C1)N1N=C2C(=CNC=3C=CC=CC23)C1=O (2-(p-chlorophenyl)-pyrazolo[4,3-c]quinolin-3(5H)-one), [H-].[Na+] (sodium hydride), CI (methyl iodide). Solvent: O1CCCC1 (tetrahydrofuran). Yields the product CN1C=C2C(C=3C=CC=CC13)=NN(C2=O)C2=CC=C(C=C2)Cl (5-methyl-2-(p-chlorophenyl)-pyrazolo[4,3-c]quinolin-3-one). RXN SMILES: [Cl:1][C:2]1[CH:7]=[CH:6][C:5]([N:8]2[C:20](=[O:21])[C:11]3=[CH:12][NH:13][C:14]4[CH:15]=[CH:16][CH:17]=[CH:18][C:19]=4[C:10]3=[N:9]2)=[CH:4][CH:3]=1.[H-].[Na+].[CH3:24]I>O1CCCC1>[CH3:24][N:13]1[C:14]2[CH:15]=[CH:16][CH:17]=[CH:18][C:19]=2[C:10]2=[N:9][N:8]([C:5]3[CH:6]=[CH:7][C:2]([Cl:1])=[CH:3][CH:4]=3)[C:20](=[O:21])[C:11]2=[CH:12]1 |f:1.2|. Procedure: The mixture of 5.0 g of 2-(p-chlorophenyl)-pyrazolo[4,3-c]quinolin-3(5H)-one, 0.81 g of 50% sodium hydride in mineral oil and 100 ml of anhydrous tetrahydrofuran is refluxed for 2 hours. It is cooled to room temperature, combined with 3.0 g of methyl iodide while stirring and another 1.0 g thereof is added after one hour. The mixture is stirred overnight at room temperature, filtered and the residue recrystallized from tetrahydrofuran-heptane, to yield the 5-methyl-2-(p-chlorophenyl)-pyrazolo[4,... Conditions: time 8 hour. Solvent: O1CCOCC1 (Dioxane). Yields the product ClC=1N=CN(C1)C1=C(C=C(C=C1)NC=1N=C(C2=C(N1)C(CC2)C2=CC=CC=C2)NC2=C(C=CC(=C2)C(C)C)C)OC (N2-(4-(4-chloro-1H-imidazol-1-yl)-3-methoxyphenyl)-N4-(5-isopropyl-2-methylphenyl)-7-phenyl-6,7-dihydro-5H-cyclopenta[d]pyrimidine-2,4-diamine). Reaction SMILES: Cl[C:2]1[N:3]=[C:4]([NH:17][CH3:18])[C:5]2[CH2:10][CH2:9][CH:8]([C:11]3[CH:16]=[CH:15][CH:14]=[CH:13][CH:12]=3)[C:6]=2[N:7]=1.[Cl:19][C:20]1[N:21]=[CH:22][N:23]([C:25]2[CH:31]=[CH:30][C:28]([NH2:29])=[CH:27][C:26]=2[O:32][CH3:33])[CH:24]=1.[CH3:34][C:35](O)=O.[OH-].[Na+]>O1CCOCC1>[Cl:19][C:20]1[N:21]=[CH:22][N:23]([C:25]2[CH:31]=[CH:30][C:28]([NH:29][C:2]3[N:3]=[C:4]([NH:17][C:18]4[CH:9]=[C:8]([CH:11]([CH3:16])[CH3:12])[CH:6]=[CH:5][C:35]=4[CH3:34])[C:5]4[CH2:10][CH2:9][CH:8]([C:11]5[CH:16]=[CH:15][CH:14]=[CH:13][CH:12]=5)[C:6]=4[N:7]=3)=[CH:27][C:26]=2[O:32][CH3:33])[CH:24]=1 |f:3.4|. Reported procedure: To a solution of 2-chloro-N-methyl-7-phenyl-6,7-dihydro-5H-cyclopenta[d]pyrimidin-4-amine (Preparation Gp) (26.0 mg, 100 μmol) in Dioxane (Ratio: 1, Volume: 175 μl) was added 4-(4-chloro-1H-imidazol-1-yl)-3-methoxyaniline (Preparation A) (22.37 mg, 100 μmol) and AcOH (Ratio: 1.000, Volume: 175 μl). The resulting mixture was brought to 100° C. and stirred overnight. The reaction mixture was brought to pH 10 by the addition of 1 N aqueous NaOH. The resulting mixture was extracted with EtOAc (3×4 m... Reactants: ClC=1N=C(C2=C(N1)C(CC2)C2=CC=CC=C2)NC (2-chloro-N-methyl-7-phenyl-6,7-dihydro-5H-cyclopenta[d]pyrimidin-4-amine), ClC=1N=CN(C1)C1=C(C=C(N)C=C1)OC (4-(4-chloro-1H-imidazol-1-yl)-3-methoxyaniline), [OH-].[Na+] (NaOH), CC(=O)O (AcOH). Reactants: O (water), ClCCl (dichloromethane), CC1=C(N=CN1)CSCCNC1=NC=C(C(N1)=O)CC1=CC(=CC=C1)OC (2-[2-(5-Methyl-4-imidazolylmethylthio)ethylamino]-5-(3-methoxybenzyl)-4-pyrimidone), B(Br)(Br)Br (boron tribromide). Conditions: time 8 hour. The product is Cl (HCl), Cl.Cl.CC1=C(N=CN1)CSCCNC1=NC=C(C(N1)=O)CC1=CC(=CC=C1)O (2-[2-(5-methyl- 4-imidazolylmethylthio)ethylamino]-5-(3-hydroxybenzyl)-4-pyrimidone dihydrochloride). Reaction SMILES: [CH3:1][C:2]1[NH:6][CH:5]=[N:4][C:3]=1[CH2:7][S:8][CH2:9][CH2:10][NH:11][C:12]1[NH:17][C:16](=[O:18])[C:15]([CH2:19][C:20]2[CH:25]=[CH:24][CH:23]=[C:22]([O:26]C)[CH:21]=2)=[CH:14][N:13]=1.B(Br)(Br)Br.O.[Cl:33]CCl>>[ClH:33].[ClH:33].[ClH:33].[CH3:1][C:2]1[NH:6][CH:5]=[N:4][C:3]=1[CH2:7][S:8][CH2:9][CH2:10][NH:11][C:12]1[NH:17][C:16](=[O:18])[C:15]([CH2:19][C:20]2[CH:25]=[CH:24][CH:23]=[C:22]([OH:26])[CH:21]=2)=[CH:14][N:13]=1 |f:5.6.7|. Reported procedure: 2-[2-(5-Methyl-4-imidazolylmethylthio)ethylamino]-5-(3-methoxybenzyl)-4-pyrimidone (2.35 g) was suspended in dry dichloromethane (30 ml) and boron tribromide (6.49 g) carefully added. The mixture was stirred in a dry atmosphere overnight. Careful addition of water (30 ml) was followed by separation of the two phases. The aqueous phase was treated in NaHCO3 which precipitated a tacky solid which was repeatedly washed with water until it became solid, when it was filtered and dried. Treatment with... Reactants: NC=1C=CC(=NC1)Br (5-amino-2-bromopyridine), C([O-])([O-])=O.[Cs+].[Cs+] (cesium carbonate), ClC1=CC=C(C=C1)N1C(=NC2=C(C1=O)C=NN2C=2C=C(C=CC2)NS(=O)(=O)C)C2=CC=C(C=C2)B2OC(C(O2)(C)C)(C)C (N-(3-{5-(4-chloro-phenyl)-4-oxo-6-[4-(4,4,5,5-tetramethyl-[1,3,2]dioxa-borolan-2-yl)phenyl]-4,5-dihydro-pyrazolo[3,4-d]pyrimidin-1-yl}-phenyl)-methane sulfonamide). The reagents and catalysts are C1=CC=C(C=C1)P([C-]2C=CC=C2)C3=CC=CC=C3.C1=CC=C(C=C1)P([C-]2C=CC=C2)C3=CC=CC=C3.Cl[Pd]Cl.[Fe+2] (Pd(dppf)2Cl2). The solvent is CN(C=O)C (N,N-dimethylformamide). Run at temperature 100 celsius. The product is NC=1C=CC(=NC1)C1=CC=C(C=C1)C=1N(C(C2=C(N1)N(N=C2)C=2C=C(C=CC2)NS(=O)(=O)C)=O)C2=CC=C(C=C2)Cl (N-{3-[6-[4-(5-amino-pyridin-2-yl)-phenyl]-5-(4-chloro-phenyl)-4-oxo-4,5-dihydro-pyrazolo[3,4-d]pyrimidin-1-yl]-phenyl}-methane sulfonamide). RXN SMILES: [Cl:1][C:2]1[CH:7]=[CH:6][C:5]([N:8]2[C:13](=[O:14])[C:12]3[CH:15]=[N:16][N:17]([C:18]4[CH:19]=[C:20]([NH:24][S:25]([CH3:28])(=[O:27])=[O:26])[CH:21]=[CH:22][CH:23]=4)[C:11]=3[N:10]=[C:9]2[C:29]2[CH:34]=[CH:33][C:32](B3OC(C)(C)C(C)(C)O3)=[CH:31][CH:30]=2)=[CH:4][CH:3]=1.[NH2:44][C:45]1[CH:46]=[CH:47][C:48](Br)=[N:49][CH:50]=1.C(=O)([O-])[O-].[Cs+].[Cs+]>CN(C)C=O.C1C=CC(P(C2C=CC=CC=2)[C-]2C=CC=C2)=CC=1.C1C=CC(P(C2C=CC=CC=2)[C-]2C=CC=C2)=CC=1.Cl[Pd]Cl.[Fe+2]>[NH2:44][C:45]1[CH:46]=[CH:47][C:48]([C:32]2[CH:31]=[CH:30][C:29]([C:9]3[N:8]([C:5]4[CH:6]=[CH:7][C:2]([Cl:1])=[CH:3][CH:4]=4)[C:13](=[O:14])[C:12]4[CH:15]=[N:16][N:17]([C:18]5[CH:19]=[C:20]([NH:24][S:25]([CH3:28])(=[O:26])=[O:27])[CH:21]=[CH:22][CH:23]=5)[C:11]=4[N:10]=3)=[CH:34][CH:33]=2)=[N:49][CH:50]=1 |f:2.3.4,6.7.8.9|. Procedure: A solution of N-(3-{5-(4-chloro-phenyl)-4-oxo-6-[4-(4,4,5,5-tetramethyl-[1,3,2]dioxa-borolan-2-yl)phenyl]-4,5-dihydro-pyrazolo[3,4-d]pyrimidin-1-yl}-phenyl)-methane sulfonamide (prepared as described in example 35, 0.28 g, 0.453 mmol) in N,N-dimethylformamide (15 mL) is degassed with argon for 0.5 h. Then 5-amino-2-bromopyridine (0.120 g, 0.679 mmol), cesium carbonate (0.30 g, 0.90 mmol), Pd(dppf)2Cl2 (0.016 g, 0.020 mmol) are added and the resulting solution is degassed with argon for 0.5 h. Th... Starting materials: FC1=C(CN2C=3N(C(C(=C2)Br)=O)C(=C(N3)C3=CC=C(C=C3)O)C)C(=CC=C1)F (8-(2,6-difluorobenzyl)-5,8-dihydro-2-(4-hydroxyphenyl)-3-methyl-6-bromo-5-oxoimidazo[1,2-a]pyrimidine), BrCC1CC1 ((bromomethyl)cyclopropane), C(=O)([O-])[O-].[K+].[K+] (K2CO3), BrCC1CC1 ((bromomethyl)cyclopropane). Solvent: CN(C)C=O (DMF). Run at temperature 60 celsius, time 4 hour. Product: FC1=C(CN2C=3N(C(C(=C2)Br)=O)C(=C(N3)C3=CC=C(C=C3)OCC3CC3)C)C(=CC=C1)F (8-(2,6-difluorobenzyl)-5,8-dihydro-2-(4-cyclopropylmethoxyphenyl)-3-methyl-6-bromo-5-oxoimidazo[1,2-a]pyrimidine). Isolated yield 82.1%. As a reaction SMILES: [F:1][C:2]1[CH:27]=[CH:26][CH:25]=[C:24]([F:28])[C:3]=1[CH2:4][N:5]1[CH:10]=[C:9]([Br:11])[C:8](=[O:12])[N:7]2[C:13]([CH3:23])=[C:14]([C:16]3[CH:21]=[CH:20][C:19]([OH:22])=[CH:18][CH:17]=3)[N:15]=[C:6]12.Br[CH2:30][CH:31]1[CH2:33][CH2:32]1.C([O-])([O-])=O.[K+].[K+]>CN(C=O)C>[F:28][C:24]1[CH:25]=[CH:26][CH:27]=[C:2]([F:1])[C:3]=1[CH2:4][N:5]1[CH:10]=[C:9]([Br:11])[C:8](=[O:12])[N:7]2[C:13]([CH3:23])=[C:14]([C:16]3[CH:17]=[CH:18][C:19]([O:22][CH2:30][CH:31]4[CH2:33][CH2:32]4)=[CH:20][CH:21]=3)[N:15]=[C:6]12 |f:2.3.4|. Procedure details: To a solution of the compound obtained in Example 23 (0.25 g, 0.56 mmol) in DMF (30 ml) is added (bromomethyl)cyclopropane (0.114 g, 0.84 mmol), K2CO3 (0.116 g, 0.84 rmnol) and KI (0.047 g, 0.28 mmol). The residual reaction mixture is stirred at 60° C. for 4 hours. To this mixture is added (bromomethyl)cyclopropane (0.14 g, 1.0 mmol). It is stirred at this temperature for 21 hours and is evaporated under reduced pressure to afford the residue, which is partitioned between chloroform (100 ml) and... Starting materials: OC1CCNCC1 (4-hydroxypiperidine), C(C)(C)(C)OC(=O)NC1(CCC1)C/C=C/C(=O)O ((2E)-4-(1-(tert-butoxycarbonylamino)cyclobutyl)but-2-enoic acid), C(C)(C)(C)OC(=O)N(C)[C@@H](C(=O)O)CC1=CC=CC=C1 ((2R)-(N-tert-butoxycarbonyl-N-methylamino)-3-phenylpropionic acid), C(C)(C)(C)OC(=O)N(C)[C@@H](C(=O)O)CC1=CC=C(C=C1)C1=CC=CC=C1 ((2R)-2-(N-tert-butoxycarbonyl-N-methylamino)-3-(biphenyl-4-yl)propionic acid). Product: C(C1=CC=CC=C1)[C@H](C(=O)N1CCC(CC1)O)N(C(=O)[C@@H](CC1=CC=C(C=C1)C1=CC=CC=C1)N(C(\C=C\CC1(CCC1)N)=O)C)C ((2E)-4-(1-Aminocyclobutyl)but-2-enoic acid N-((1R)-1-{N-[(1R)-1-benzyl-2-(4-hydroxypiperidin-1-yl)-2-oxoethyl]-N-methylcarbamoyl}-2-(biphenyl-4-yl)ethyl)-N-methylamide). RXN SMILES: [OH:1][CH:2]1[CH2:7][CH2:6][NH:5][CH2:4][CH2:3]1.C(O[C:13]([N:15]([C@H:17]([CH2:21][C:22]1[CH:27]=[CH:26][CH:25]=[CH:24][CH:23]=1)[C:18]([OH:20])=O)[CH3:16])=[O:14])(C)(C)C.C(O[C:33]([N:35]([C@H:37]([CH2:41][C:42]1[CH:47]=[CH:46][C:45]([C:48]2[CH:53]=[CH:52][CH:51]=[CH:50][CH:49]=2)=[CH:44][CH:43]=1)C(O)=O)C)=O)(C)(C)C.C(OC([NH:61][C:62]1([CH2:66]/[CH:67]=[CH:68]/[C:69]([OH:71])=O)[CH2:65][CH2:64][CH2:63]1)=O)(C)(C)C>>[CH2:21]([C@@H:17]([N:15]([CH3:16])[C:13]([C@H:37]([N:35]([CH3:33])[C:69](=[O:71])/[CH:68]=[CH:67]/[CH2:66][C:62]1([NH2:61])[CH2:63][CH2:64][CH2:65]1)[CH2:41][C:42]1[CH:47]=[CH:46][C:45]([C:48]2[CH:49]=[CH:50][CH:51]=[CH:52][CH:53]=2)=[CH:44][CH:43]=1)=[O:14])[C:18]([N:5]1[CH2:6][CH2:7][CH:2]([OH:1])[CH2:3][CH2:4]1)=[O:20])[C:22]1[CH:23]=[CH:24][CH:25]=[CH:26][CH:27]=1. Procedure details: This compound was prepared as in example 1 but using 4-hydroxypiperidine, (2R)-(N-tert-butoxycarbonyl-N-methylamino)-3-phenylpropionic acid and (2R)-2-(N-tert-butoxycarbonyl-N-methylamino)-3-(biphenyl-4-yl)propionic acid and (2E)-4-(1-(tert-butoxycarbonylamino)cyclobutyl)but-2-enoic acid as starting materials.